The task is: describe an organic reaction: reactants, conditions, products, and yield. This data is from the Open Reaction Database (ORD), a public repository of structured organic reaction records. Starting materials: O (water), CS(=O)(=O)OC(CNC(=O)OCC1=CC=CC=C1)COC1=CC=C(C=C1)C#N (2-{[(Benzyloxy)carbonyl]amino}-1-[(4-cyanophenoxy)methyl]ethyl methanesulfonate), C(Cl)Cl (DCM), [OH-].[Na+] (NaOH). Reagents/catalysts: S(=O)(=O)(O)[O-].C(CCC)[N+](CCCC)(CCCC)CCCC (tetrabutylammonium hydrogensulfate). Solvent: CCOCC (ether). Run at temperature 0 celsius, time 50 minute. Yields the product C(#N)C1=CC=C(OCC2N(C2)C(=O)OCC2=CC=CC=C2)C=C1 (Benzyl 2-[(4-cyanophenoxy)methyl]-1-aziridinecarboxylate). Isolated yield 89.5%. Reaction SMILES: CS(O[CH:6]([CH2:19][O:20][C:21]1[CH:26]=[CH:25][C:24]([C:27]#[N:28])=[CH:23][CH:22]=1)[CH2:7][NH:8][C:9]([O:11][CH2:12][C:13]1[CH:18]=[CH:17][CH:16]=[CH:15][CH:14]=1)=[O:10])(=O)=O.C(Cl)Cl.[OH-].[Na+].O>S([O-])(O)(=O)=O.C([N+](CCCC)(CCCC)CCCC)CCC.CCOCC>[C:27]([C:24]1[CH:25]=[CH:26][C:21]([O:20][CH2:19][CH:6]2[CH2:7][N:8]2[C:9]([O:11][CH2:12][C:13]2[CH:18]=[CH:17][CH:16]=[CH:15][CH:14]=2)=[O:10])=[CH:22][CH:23]=1)#[N:28] |f:2.3,5.6|. Reported procedure: 2-{[(Benzyloxy)carbonyl]amino}-1-[(4-cyanophenoxy)methyl]ethyl methanesulfonate (47.7 mg; 0.12 mol; from step (ii) above), tetrabutylammonium hydrogensulfate (4.81 g; 0.014 mol) and 290 mL of DCM were mixed and cooled to 0° C. 97 mL of 50% NaOH was added and the mixture was stirred vigorously for 50 minutes. 500 mL of water and 500 mL of ether were added. The organic phase was separated, washed with water, dried (Na2SO4) and evaporated. Purification by chromatography on silica (DCM) gave 33.13 g...